describe an organic reaction: reactants, conditions, products, and yield From a dataset of the Open Reaction Database (ORD), a public repository of structured organic reaction records. Starting materials: COC=1C=C2C(CCC(C2=CC1C)=O)(C)C (6-methoxy-4,4,7-trimethyl-3,4-dihydro-2H-naphthalen-1-one), [C-]#N.[Na+] (sodium cyanide), Cl (hydrochloric acid), C#N (Hydrogen cyanide). Run in CS(=O)C (dimethylsulfoxide). Yields the product OC=1C=C2C(CCC(C2=CC1C)=O)(C)C (6-Hydroxy-4,4,7-trimethyl-3,4-dihydro-2H-naphthalen-1-one). As a reaction SMILES: C[O:2][C:3]1[CH:4]=[C:5]2[C:10](=[CH:11][C:12]=1[CH3:13])[C:9](=[O:14])[CH2:8][CH2:7][C:6]2([CH3:16])[CH3:15].[C-]#N.[Na+].C#N.Cl>CS(C)=O>[OH:2][C:3]1[CH:4]=[C:5]2[C:10](=[CH:11][C:12]=1[CH3:13])[C:9](=[O:14])[CH2:8][CH2:7][C:6]2([CH3:16])[CH3:15] |f:1.2|. Reported procedure: A solution of 6-methoxy-4,4,7-trimethyl-3,4-dihydro-2H-naphthalen-1-one (described in U.S. 2003/0166932, published Sep. 4, 2003, incorporated herein by reference; 5.5 g, 25.6 mmol) and sodium cyanide (6.25 g, 127 mmol) in anhydrous dimethylsulfoxide (100 mL) was heated at 230° C. for 48 h under argon. The reaction mixture was then cooled to ambient temperature, poured into ice and acidified (Caution! Hydrogen cyanide evolution!) with dilute hydrochloric acid and extracted with ethyl acetate (×2)...